Dataset: the Open Reaction Database (ORD), a public repository of structured organic reaction records. Task: describe an organic reaction: reactants, conditions, products, and yield Reported procedure: To a solution of KOH (25 g, 440 mmol) and K2CO3 (25 g, 180 mmol) in H2O (400 mL) was added 2-bromobenzoic acid, (38.2 g, 190 mmol), followed by glycine (25 g, 330 mmol) and CuBr (540 mg, 3.76 mmol). This mixture was heated at reflux for 4 h. After cooling to room temperature, the mixture was filtered over a fritted funnel to remove traces of Cu and the filtrate was acidified to pH 3 with concentrated HCl. The precipitate was collected and dried to obtain 32.44 g (88%) of the title compound, mp 2... The yield is 92.3%. Yields the product C1(=CC=CC=C1)N(CC(=O)O)C(=O)O (Phenylglycine-o-carboxylic Acid). Reaction SMILES: [OH-].[K+].[C:3]([O-])([O-:5])=[O:4].[K+].[K+].Br[C:10]1[CH:18]=[CH:17][CH:16]=[CH:15][C:11]=1C(O)=O.[NH2:19][CH2:20][C:21]([OH:23])=[O:22]>O>[C:10]1([N:19]([C:3]([OH:5])=[O:4])[CH2:20][C:21]([OH:23])=[O:22])[CH:11]=[CH:15][CH:16]=[CH:17][CH:18]=1 |f:0.1,2.3.4|. Run in O (H2O). Reactants: NCC(=O)O (glycine), CuBr, [OH-].[K+] (KOH), C(=O)([O-])[O-].[K+].[K+] (K2CO3), BrC1=C(C(=O)O)C=CC=C1 (2-bromobenzoic acid). Reactants: NC1=C(C(=CC(=C1O)Cl)F)N1C(N(C(=CC1=O)C(F)(F)F)C)=O (3-(2-Amino-4-chloro-6-fluoro-3-hydroxyphenyl)-1-methyl-6-trifluoromethyl-2,4(1H, 3H)-pyrimidinedione), C1=C(C=CC2=CC=CC=C12)C(=O)Cl (2-naphthoyl chloride). Solvent: O1CCOCC1 (1,4-dioxane). Product: ClC1=C(C(=C(C(=C1)F)N1C(N(C(=CC1=O)C(F)(F)F)C)=O)NC(=O)C1=CC2=CC=CC=C2C=C1)O (3-[4-chloro-6-fluoro-3-hydroxy-2-(2-naphthoylamino)phenyl]-1-methyl-6-trifluoromethyl-2,4(1H, 3H)-pyrimidinedione). The yield is 84.4%. RXN SMILES: [NH2:1][C:2]1[C:7]([OH:8])=[C:6]([Cl:9])[CH:5]=[C:4]([F:10])[C:3]=1[N:11]1[C:16](=[O:17])[CH:15]=[C:14]([C:18]([F:21])([F:20])[F:19])[N:13]([CH3:22])[C:12]1=[O:23].[CH:24]1[C:33]2[C:28](=[CH:29][CH:30]=[CH:31][CH:32]=2)[CH:27]=[CH:26][C:25]=1[C:34](Cl)=[O:35]>O1CCOCC1>[Cl:9][C:6]1[CH:5]=[C:4]([F:10])[C:3]([N:11]2[C:16](=[O:17])[CH:15]=[C:14]([C:18]([F:21])([F:20])[F:19])[N:13]([CH3:22])[C:12]2=[O:23])=[C:2]([NH:1][C:34]([C:25]2[CH:26]=[CH:27][C:28]3[C:33](=[CH:32][CH:31]=[CH:30][CH:29]=3)[CH:24]=2)=[O:35])[C:7]=1[OH:8]. Procedure: 3-(2-Amino-4-chloro-6-fluoro-3-hydroxyphenyl)-1-methyl-6-trifluoromethyl-2,4(1H, 3H)-pyrimidinedione (0.50 g, 1.4 mmol) and 2-naphthoyl chloride (0.27 g, 1.4 mmol) were dissolved in 1,4-dioxane (10 ml) and the solution heated under reflux for 4 hr. Solvent was evaporated under reduced pressure and the product purified by column chromatography on silica gel (eluent, hexan-ethyl acetate, 8:2) to furnish the title compound (0.60 g). Starting materials: CCCCOc1c(C(=O)O)n(CC2CC2)c(=O)c2ccc(OCc3ccccc3)cc12, CN(C)C=O, COCCOC, O=C(Cl)C(=O)Cl, Cl, C1CCOC1. Product: CCCCOc1c(CO)n(CC2CC2)c(=O)c2ccc(OCc3ccccc3)cc12. As a reaction SMILES: [CH2:1]([c:2]1[cH:3][cH:4][cH:5][cH:6][cH:7]1)[O:8][c:9]1[cH:10][c:11]2[c:12]([O:27][CH2:28][CH2:29][CH2:30][CH3:31])[c:13]([C:24](=[O:25])[OH:26])[n:14]([CH2:20][CH:21]3[CH2:22][CH2:23]3)[c:15](=[O:19])[c:16]2[cH:17][cH:18]1.[CH3:38][N:39]([CH3:40])[CH:41]=[O:42].[CH3:49][O:50][CH2:51][CH2:52][O:53][CH3:54].[Cl:32][C:33]([C:34]([Cl:35])=[O:36])=[O:37].[ClH:43].[O:44]1[CH2:45][CH2:46][CH2:47][CH2:48]1>>[CH2:1]([c:2]1[cH:3][cH:4][cH:5][cH:6][cH:7]1)[O:8][c:9]1[cH:10][c:11]2[c:12]([O:27][CH2:28][CH2:29][CH2:30][CH3:31])[c:13]([CH2:24][OH:25])[n:14]([CH2:20][CH:21]3[CH2:22][CH2:23]3)[c:15](=[O:19])[c:16]2[cH:17][cH:18]1. Reactants: ClC=1C=C(C(=NC1)F)C1=NC(=NC(=N1)C)N(CC1=CC=C(C=C1)OC)CC1=CC=C(C=C1)OC (4-(5-chloro-2-fluoropyridin-3-yl)-N,N-bis(4-methoxybenzyl)-6-methyl-1,3,5-triazin-2-amine), O1CCC(=CC1)B1OC(C(O1)(C)C)(C)C (2-(3,6-dihydro-2H-pyran-4-yl)-4,4,5,5-tetramethyl-1,3,2-dioxaborolane), C1(CCCCC1)P(C1=C(C=CC=C1)C1=C(C=C(C=C1C(C)C)C(C)C)C(C)C)C1CCCCC1 (dicyclohexyl(2′,4′,6′-triisopropylbiphenyl-2-yl)phosphine), C(=O)([O-])[O-].[Na+].[Na+] (Na2CO3). Reagents/catalysts: C=1C=CC(=CC1)/C=C/C(=O)/C=C/C2=CC=CC=C2.C=1C=CC(=CC1)/C=C/C(=O)/C=C/C2=CC=CC=C2.C=1C=CC(=CC1)/C=C/C(=O)/C=C/C2=CC=CC=C2.[Pd].[Pd] (Pd2(dba)3). Solvent: O1CCOCC1 (dioxane). Run at temperature 130 celsius. The product is O1CCC(=CC1)C=1C=C(C(=NC1)F)C1=NC(=NC(=N1)C)N(CC1=CC=C(C=C1)OC)CC1=CC=C(C=C1)OC (4-(5-(3,6-dihydro-2H-pyran-4-yl)-2-fluoropyridin-3-yl)-N,N-bis(4-methoxybenzyl)-6-methyl-1,3,5-triazin-2-amine). The yield is 54.1%. RXN SMILES: Cl[C:2]1[CH:3]=[C:4]([C:9]2[N:14]=[C:13]([CH3:15])[N:12]=[C:11]([N:16]([CH2:26][C:27]3[CH:32]=[CH:31][C:30]([O:33][CH3:34])=[CH:29][CH:28]=3)[CH2:17][C:18]3[CH:23]=[CH:22][C:21]([O:24][CH3:25])=[CH:20][CH:19]=3)[N:10]=2)[C:5]([F:8])=[N:6][CH:7]=1.[O:35]1[CH2:40][CH:39]=[C:38](B2OC(C)(C)C(C)(C)O2)[CH2:37][CH2:36]1.C1(P(C2CCCCC2)C2C=CC=CC=2C2C(C(C)C)=CC(C(C)C)=CC=2C(C)C)CCCCC1.C([O-])([O-])=O.[Na+].[Na+]>O1CCOCC1.C1C=CC(/C=C/C(/C=C/C2C=CC=CC=2)=O)=CC=1.C1C=CC(/C=C/C(/C=C/C2C=CC=CC=2)=O)=CC=1.C1C=CC(/C=C/C(/C=C/C2C=CC=CC=2)=O)=CC=1.[Pd].[Pd]>[O:35]1[CH2:36][CH:37]=[C:38]([C:2]2[CH:3]=[C:4]([C:9]3[N:14]=[C:13]([CH3:15])[N:12]=[C:11]([N:16]([CH2:26][C:27]4[CH:28]=[CH:29][C:30]([O:33][CH3:34])=[CH:31][CH:32]=4)[CH2:17][C:18]4[CH:23]=[CH:22][C:21]([O:24][CH3:25])=[CH:20][CH:19]=4)[N:10]=3)[C:5]([F:8])=[N:6][CH:7]=2)[CH2:39][CH2:40]1 |f:3.4.5,7.8.9.10.11|. Reported procedure: A mixture of 4-(5-chloro-2-fluoropyridin-3-yl)-N,N-bis(4-methoxybenzyl)-6-methyl-1,3,5-triazin-2-amine (2.0 g, 4.17 mmol), 2-(3,6-dihydro-2H-pyran-4-yl)-4,4,5,5-tetramethyl-1,3,2-dioxaborolane (Frontier Scientific) (1.051 g, 5.00 mmol), Pd2(dba)3 (0.191 g, 0.208 mmol), dicyclohexyl(2′,4′,6′-triisopropylbiphenyl-2-yl)phosphine (0.199 g, 0.417 mmol) and 2 N Na2CO3 (5.21 mL, 10.42 mmol) in 10 mL of dioxane was heated in a microwave at 130° C. for 30 min. The reaction mixture was partitioned between... The product is N1=CC=C(C=C1)COC(C1=CC=C(C=C1)N1CCC(CC1)N1C(C2=CC=CC=C2C1)=O)C1=CC=CC=C1 (2,3-Dihydro-2-[1-[4-[(4-pyridinylmethoxy)phenylmethyl]phenyl]-4-piperidinyl]-1H-isoindol-1-one). As a reaction SMILES: [H-].[Na+].[C:3]1([CH:9]([O:32][CH2:33][C:34]2[CH:39]=[CH:38]C=[CH:36][CH:35]=2)[C:10]2[CH:15]=[CH:14][C:13]([N:16]3[CH2:21][CH2:20][CH:19]([N:22]4[CH2:30][C:29]5[C:24](=[CH:25][CH:26]=[CH:27][CH:28]=5)[C:23]4=[O:31])[CH2:18][CH2:17]3)=[CH:12][CH:11]=2)[CH:8]=[CH:7][CH:6]=[CH:5][CH:4]=1.[N:40]1C=CC(CCl)=CC=1>CN(C=O)C>[N:40]1[CH:36]=[CH:35][C:34]([CH2:33][O:32][CH:9]([C:3]2[CH:4]=[CH:5][CH:6]=[CH:7][CH:8]=2)[C:10]2[CH:15]=[CH:14][C:13]([N:16]3[CH2:21][CH2:20][CH:19]([N:22]4[CH2:30][C:29]5[C:24](=[CH:25][CH:26]=[CH:27][CH:28]=5)[C:23]4=[O:31])[CH2:18][CH2:17]3)=[CH:12][CH:11]=2)=[CH:39][CH:38]=1 |f:0.1|. Reaction conditions: temperature 0 celsius, time 30 minute. Yield: 52.0%. Reactants: N1=CC=C(C=C1)CCl (4-picolyl chloride), [H-].[Na+] (sodium hydride), C1(=CC=CC=C1)C(C1=CC=C(C=C1)N1CCC(CC1)N1C(C2=CC=CC=C2C1)=O)OCC1=CC=CC=C1 (2,3-Dihydro-2-[1-[4-[phenyl(phenylmethoxy)methyl]phenyl]-4-piperidinyl]-1H-isoindol-1-one), compound. Solvent: CN(C)C=O (DMF), CN(C)C=O (DMF), CN(C)C=O (DMF). Procedure details: To a suspension of sodium hydride (55.3 mg, 1.38 mmol) in DMF (5 mL) at 0° C. was added dropwise a solution of Example 293 Part A compound (500 mg, 1.26 mmol) in DMF (8 mL). The reaction was stirred at 0° C. for 30 min. A solution of 4-picolyl chloride (175 mg, 1.38 mmol) in DMF (1 mL) was added dropwise to the reaction at 0° C. The reaction was stirred at 0° C. for 1 h then warmed to RT overnight. The reaction was quenched with saturated ammonium chloride solution (2 mL). Ethyl acetate (200 mL)... Reactants: COC1=C(C=CC=C1)NN (2-methoxyphenylhydrazine), BrC1=C(C=O)C=C(C=C1)Br (2,5-dibromobenzaldehyde). Yields the product BrC=1C=C2C=NN(C2=CC1)C1=C(C=CC=C1)OC (5-Bromo-1-(2-methoxy-phenyl)-1H-indazole). As a reaction SMILES: [CH3:1][O:2][C:3]1[CH:8]=[CH:7][CH:6]=[CH:5][C:4]=1[NH:9][NH2:10].Br[C:12]1[CH:19]=[CH:18][C:17]([Br:20])=[CH:16][C:13]=1[CH:14]=O>>[Br:20][C:17]1[CH:16]=[C:13]2[C:12](=[CH:19][CH:18]=1)[N:9]([C:4]1[CH:5]=[CH:6][CH:7]=[CH:8][C:3]=1[O:2][CH3:1])[N:10]=[CH:14]2. Procedure details: In analogy to Example 187, step 1, 2-methoxyphenylhydrazine was reacted with 2,5-dibromobenzaldehyde to give the title compound as a brown oil. MS (m/e)=303.2 [M+H+]. The product is ClC1=CC=C(C=C1)C=1C(=NC=C(C(=O)NCC2=NOC(=C2)C(C)C)C1)OCC1CC1 (5-(4-chlorophenyl)-6-(cyclopropylmethoxy)-N-((5-isopropylisoxazol-3-yl)methyl)nicotinamide). Reaction SMILES: [Cl:1][C:2]1[CH:7]=[CH:6][C:5]([C:8]2[C:9]([O:17][CH2:18][CH:19]3[CH2:21][CH2:20]3)=[N:10][CH:11]=[C:12]([CH:16]=2)[C:13]([OH:15])=O)=[CH:4][CH:3]=1.[CH3:22][CH:23]([C:25]1[O:29][N:28]=[C:27]([CH2:30][NH2:31])[CH:26]=1)[CH3:24]>>[Cl:1][C:2]1[CH:3]=[CH:4][C:5]([C:8]2[C:9]([O:17][CH2:18][CH:19]3[CH2:21][CH2:20]3)=[N:10][CH:11]=[C:12]([CH:16]=2)[C:13]([NH:31][CH2:30][C:27]2[CH:26]=[C:25]([CH:23]([CH3:24])[CH3:22])[O:29][N:28]=2)=[O:15])=[CH:6][CH:7]=1. Reactants: ClC1=CC=C(C=C1)C=1C(=NC=C(C(=O)O)C1)OCC1CC1 (5-(4-chloro-phenyl)-6-cyclopropylmethoxy-nicotinic acid), CC(C)C1=CC(=NO1)CN (5-(1-methylethyl)-3-isoxazolemethanamine). Procedure: The title compound was synthesized in analogy to Example 1, using 5-(4-chloro-phenyl)-6-cyclopropylmethoxy-nicotinic acid (CAS Registry No. 1018782-76-7) and 5-(1-methylethyl)-3-isoxazolemethanamine (CAS Registry No. 154016-49-6) as starting materials, 426.2 (M+H)+.